This data is from the Open Reaction Database (ORD), a public repository of structured organic reaction records. The task is: describe an organic reaction: reactants, conditions, products, and yield Reactants: BrC=1C=NC=C(C1)Br (3,5-Dibromopyridine), COC=1C=C(C=C(C1)OC)O (3,5-dimethoxyphenol), [H-].[Na+] (sodium hydride), suspension. Solvent: CN(C=O)C (dimethylformamide), CN(C=O)C (dimethylformamide). Run at time 2.5 hour. The product is BrC=1C=NC=C(C1)OC1=CC(=CC(=C1)OC)OC (3-Bromo-5-(3,5-Dimethoxyphenoxy)pyridine). The yield is 98.9%. Reaction SMILES: [CH3:1][O:2][C:3]1[CH:4]=[C:5]([OH:11])[CH:6]=[C:7]([O:9][CH3:10])[CH:8]=1.[H-].[Na+].Br[C:15]1[CH:16]=[N:17][CH:18]=[C:19]([Br:21])[CH:20]=1>CN(C)C=O>[Br:21][C:19]1[CH:18]=[N:17][CH:16]=[C:15]([O:11][C:5]2[CH:6]=[C:7]([O:9][CH3:10])[CH:8]=[C:3]([O:2][CH3:1])[CH:4]=2)[CH:20]=1 |f:1.2|. Reported procedure: Under an argon atmosphere, a solution of 3,5-dimethoxyphenol (6.94 g, 45 mmol) in dimethylformamide (30 mL) was added slowly to a stirred suspension of sodium hydride (1.44 g of a 75% suspension in mineral oil, 0.045 mol) in dimethylformamide (30 mL) at 0-5° C. The icebath was removed and the resulting mixture was stirred for 2.5 h at room temperature. 3,5-Dibromopyridine (7.11 g, 0.03 mol) was added to the mixture, which was then heated to 100° C. for 72 h, then the mixture was cooled to room t... Reactants: NC1=CC=C(C=C1)C1=CC=C2CN(C(C2=C1)=O)[C@H](C(=O)OC)C(C)C ((S)-Methyl 2-(6-(4-aminophenyl)-1-oxoisoindolin-2-yl)-3-methylbutanoate), [N+](=O)([O-])C1=CC=C(C=C1)C1=CC=C2CN(C(C2=C1)=O)[C@H]1[C@H](CCC1)C(=O)OC ((1S,2R)-Methyl 2-(6-(4-nitrophenyl)-1-oxoisoindolin-2-yl)cyclopentane carboxylate). The product is NC1=CC=C(C=C1)C1=CC=C2CN(C(C2=C1)=O)[C@H]1[C@H](CCC1)C(=O)OC ((1S,2R)-Methyl 2-(6-(4-aminophenyl)-1-oxoisoindolin-2-yl)cyclopentane carboxylate). The yield is 90.0%. Reaction SMILES: NC1C=CC(C2C=C3C(CN([C@@H](C(C)C)C(OC)=O)C3=O)=CC=2)=CC=1.[N+:26]([C:29]1[CH:34]=[CH:33][C:32]([C:35]2[CH:43]=[C:42]3[C:38]([CH2:39][N:40]([C@@H:45]4[CH2:49][CH2:48][CH2:47][C@@H:46]4[C:50]([O:52][CH3:53])=[O:51])[C:41]3=[O:44])=[CH:37][CH:36]=2)=[CH:31][CH:30]=1)([O-])=O>>[NH2:26][C:29]1[CH:30]=[CH:31][C:32]([C:35]2[CH:43]=[C:42]3[C:38]([CH2:39][N:40]([C@@H:45]4[CH2:49][CH2:48][CH2:47][C@@H:46]4[C:50]([O:52][CH3:53])=[O:51])[C:41]3=[O:44])=[CH:37][CH:36]=2)=[CH:33][CH:34]=1. Procedure details: The compound of example 592 was prepared analogous to the compound of example 6 by reduction of the compound of example 591. Reactants: C(C)(=O)NC=1C=C(CN2C[C@@H](CC2)NC(CNC(C2=C(C=CC(=C2)C(F)(F)F)NC(=O)OC(C)(C)C)=O)=O)C=CC1OC ((R)-1-(3-acetylamino-4-methoxybenzyl)-3-[[N-(2-(tert-butoxycarbonylamino)-5-trifluoromethylbenzoyl)glycyl]amino]pyrrolidine), [OH-].[Na+] (NaOH). Solvent: O1CCOCC1 (dioxane), Cl (hydrochloric acid). Reaction conditions: time 2 hour. Yields the product C(C)(=O)NC=1C=C(CN2C[C@@H](CC2)NC(CNC(C2=C(C=CC(=C2)C(F)(F)F)N)=O)=O)C=CC1OC ((R)-1-(3-acetylamino-4-methoxybenzyl)-3-[[N-(2-amino-5-trifluoromethylbenzoyl)glycyl]amino]pyrrolidine). As a reaction SMILES: [C:1]([NH:4][C:5]1[CH:6]=[C:7]([CH:39]=[CH:40][C:41]=1[O:42][CH3:43])[CH2:8][N:9]1[CH2:13][CH2:12][C@@H:11]([NH:14][C:15](=[O:38])[CH2:16][NH:17][C:18](=[O:37])[C:19]2[CH:24]=[C:23]([C:25]([F:28])([F:27])[F:26])[CH:22]=[CH:21][C:20]=2[NH:29]C(OC(C)(C)C)=O)[CH2:10]1)(=[O:3])[CH3:2].[OH-].[Na+]>O1CCOCC1.Cl>[C:1]([NH:4][C:5]1[CH:6]=[C:7]([CH:39]=[CH:40][C:41]=1[O:42][CH3:43])[CH2:8][N:9]1[CH2:13][CH2:12][C@@H:11]([NH:14][C:15](=[O:38])[CH2:16][NH:17][C:18](=[O:37])[C:19]2[CH:24]=[C:23]([C:25]([F:28])([F:26])[F:27])[CH:22]=[CH:21][C:20]=2[NH2:29])[CH2:10]1)(=[O:3])[CH3:2] |f:1.2|. Procedure details: The resulting (R)-1-(3-acetylamino-4-methoxybenzyl)-3-[[N-(2-(tert-butoxycarbonylamino)-5-trifluoromethylbenzoyl)glycyl]amino]pyrrolidine was dissolved in a 50% dioxane solution of 6 M hydrochloric acid, and the obtained solution was stirred at room temperature for 2 hours, adjusted to pH 10 with a 5 M NaOH solution and extracted with ethyl acetate. The organic layer was concentrated and purified by preparative TLC (SiO2) to thereby provide (R)-1-(3-acetylamino-4-methoxybenzyl)-3-[[N-(2-amino-5-... The reactants are BrCCOc1cccc(-c2noc3ccsc23)c1, O=C([O-])[O-], NC12CC3CC(CC(C3)C1)C2, CC#N, [K+], [K+]. Yields the product c1cc(OCCNC23CC4CC(CC(C4)C2)C3)cc(-c2noc3ccsc23)c1. RXN SMILES: [Br:1][CH2:2][CH2:3][O:4][c:5]1[cH:6][c:7](-[c:11]2[n:12][o:13][c:14]3[c:15]2[s:16][cH:17][cH:18]3)[cH:8][cH:9][cH:10]1.[C:19](=[O:20])([O-:21])[O-:22].[C:25]12([NH2:35])[CH2:26][CH:27]3[CH2:28][CH:29]([CH2:30][CH:31]([CH2:32]1)[CH2:33]3)[CH2:34]2.[CH3:36][C:37]#[N:38].[K+:23].[K+:24]>>[CH2:2]([CH2:3][O:4][c:5]1[cH:6][c:7](-[c:11]2[n:12][o:13][c:14]3[c:15]2[s:16][cH:17][cH:18]3)[cH:8][cH:9][cH:10]1)[NH:35][C:25]12[CH2:26][CH:27]3[CH2:28][CH:29]([CH2:30][CH:31]([CH2:32]1)[CH2:33]3)[CH2:34]2.